describe an organic reaction: reactants, conditions, products, and yield From a dataset of the Open Reaction Database (ORD), a public repository of structured organic reaction records. Procedure details: To a stirred solution of 5-methoxy-1-(5-iodopentyl)indole-3-carboxaldehyde in toluene at reflux under argon is added dropwise over 2 h a solution of 1,1′-azobis(cyclohexanecarbonitrile) and tri-n-butyltin hydride in toluene. The mixture is stirred for 3 h, cooled to room temperature, and potassium fluoride and water are added. The mixture is stirred for 18 h and filtered through a pad of kieselguhr. The filter-cake is washed (ethyl acetate) and the filtrate is concentrated in vacuo and purified ... Reactants: [F-].[K+] (potassium fluoride), COC=1C=C2C(=CN(C2=CC1)CCCCCI)C=O (5-methoxy-1-(5-iodopentyl)indole-3-carboxaldehyde), N(=NC1(CCCCC1)C#N)C1(CCCCC1)C#N (1,1′-azobis(cyclohexanecarbonitrile)), C(CCC)[SnH](CCCC)CCCC (tri-n-butyltin hydride). Conditions: time 3 hour. Yields the product COC=1C=C2C(=C3N(C2=CC1)CCCCC3)C=O (2-Methoxy-7,8,9,10-tetrahydro-6H-azepino[1,2-a]indole-11-carboxaldehyde). Solvent: O (water), C1(=CC=CC=C1)C (toluene), C1(=CC=CC=C1)C (toluene). As a reaction SMILES: [CH3:1][O:2][C:3]1[CH:4]=[C:5]2[C:9](=[CH:10][CH:11]=1)[N:8]([CH2:12][CH2:13][CH2:14][CH2:15][CH2:16]I)[CH:7]=[C:6]2[CH:18]=[O:19].N(C1(C#N)CCCCC1)=NC1(C#N)CCCCC1.C([SnH](CCCC)CCCC)CCC.[F-].[K+]>C1(C)C=CC=CC=1.O>[CH3:1][O:2][C:3]1[CH:4]=[C:5]2[C:9](=[CH:10][CH:11]=1)[N:8]1[CH2:12][CH2:13][CH2:14][CH2:15][CH2:16][C:7]1=[C:6]2[CH:18]=[O:19] |f:3.4|. The reactants are O=C([O-])[O-], Cc1ccccc1, CCO, Cc1c(I)cc(C(=O)NCc2ccc(S(C)(=O)=O)cc2)c(=O)n1-c1cccc(C(F)(F)F)c1, [Na+], [Na+], OB(O)c1ccccc1. The product is Cc1c(-c2ccccc2)cc(C(=O)NCc2ccc(S(C)(=O)=O)cc2)c(=O)n1-c1cccc(C(F)(F)F)c1. RXN SMILES: [C:50](=[O:51])([O-:52])[O-:53].[CH3:43][c:44]1[cH:45][cH:46][cH:47][cH:48][cH:49]1.[CH3:56][CH2:57][OH:58].[I:10][c:11]1[cH:12][c:13]([C:29](=[O:30])[NH:31][CH2:32][c:33]2[cH:34][cH:35][c:36]([S:39](=[O:40])(=[O:41])[CH3:42])[cH:37][cH:38]2)[c:14](=[O:28])[n:15](-[c:18]2[cH:19][c:20]([C:24]([F:25])([F:26])[F:27])[cH:21][cH:22][cH:23]2)[c:16]1[CH3:17].[Na+:54].[Na+:55].[OH:1][B:2]([OH:3])[c:4]1[cH:5][cH:6][cH:7][cH:8][cH:9]1>>[c:4]1(-[c:11]2[cH:12][c:13]([C:29](=[O:30])[NH:31][CH2:32][c:33]3[cH:34][cH:35][c:36]([S:39](=[O:40])(=[O:41])[CH3:42])[cH:37][cH:38]3)[c:14](=[O:28])[n:15](-[c:18]3[cH:19][c:20]([C:24]([F:25])([F:26])[F:27])[cH:21][cH:22][cH:23]3)[c:16]2[CH3:17])[cH:5][cH:6][cH:7][cH:8][cH:9]1. Reactants: C(C)(C)N(CC)C(C)C (Diisopropylethylamine), C(C)O[C@@H]1CC[C@H](CC1)N1CCC(CC1)NC1=C(C=CC(=C1)C)O (2-({1-[trans-4-(ethyloxy)cyclohexyl]-4-piperidinyl}amino)-4-methylphenol), ClC(Cl)(OC(OC(Cl)(Cl)Cl)=O)Cl (triphosgene). The solvent is ClCCl (dichloromethane). Reaction conditions: temperature 0 celsius, time 30 minute. Yields the product Cl.C(C)O[C@@H]1CC[C@H](CC1)N1CCC(CC1)N1C(OC2=C1C=C(C=C2)C)=O (3-{1-[trans-4-(Ethyloxy)cyclohexyl]-4-piperidinyl}-5-methyl-1,3-benzoxazol-2(3H)-one hydrochloride). Reaction SMILES: C(N(C(C)C)CC)(C)C.[CH2:10]([O:12][C@H:13]1[CH2:18][CH2:17][C@H:16]([N:19]2[CH2:24][CH2:23][CH:22]([NH:25][C:26]3[CH:31]=[C:30]([CH3:32])[CH:29]=[CH:28][C:27]=3[OH:33])[CH2:21][CH2:20]2)[CH2:15][CH2:14]1)[CH3:11].[Cl:34][C:35](Cl)([O:37]C(=O)OC(Cl)(Cl)Cl)Cl>ClCCl>[ClH:34].[CH2:10]([O:12][C@H:13]1[CH2:18][CH2:17][C@H:16]([N:19]2[CH2:20][CH2:21][CH:22]([N:25]3[C:26]4[CH:31]=[C:30]([CH3:32])[CH:29]=[CH:28][C:27]=4[O:33][C:35]3=[O:37])[CH2:23][CH2:24]2)[CH2:15][CH2:14]1)[CH3:11] |f:4.5|. Procedure details: Diisopropylethylamine (0.24 mL, 1.37 mmol) was added to a solution of 2-({1-[trans-4-(ethyloxy)cyclohexyl]-4-piperidinyl}amino)-4-methylphenol (D29, 215 mg, 0.648 mmol) in dichloromethane (8 mL) at rt under argon. The reaction was cooled to 0° C. and the triphosgene (79 mg, 0.267 mmol) was added. The mixture was stirred for 30 min at 0° C., followed by a further 15 min at rt. The reaction was quenched with saturated aqueous NaHCO3 (10 mL) and partitioned between dichloromethane and water. The aq... The reactants are NC=1C=C(C=CC1)C1=C(C=NC2=C(C=CC=C12)C(F)(F)F)C(=O)C1=CC=CC=C1 ([4-(3-amino-phenyl)-8-trifluoromethyl-quinolin-3-yl]-phenyl-methanone), C1(=CC=CC=C1)CC(=O)Cl (phenyl-acetyl chloride). The product is C(C1=CC=CC=C1)(=O)C=1C=NC2=C(C=CC=C2C1C=1C=C(C=CC1)NC(CC1=CC=CC=C1)=O)C(F)(F)F (N-{3-[3-BENZOYL-8-(TRIFLUOROMETHYL)QUINOLIN-4-YL]PHENYL}-2-PHENYLACETAMIDE). Reaction SMILES: [NH2:1][C:2]1[CH:3]=[C:4]([C:8]2[C:17]3[C:12](=[C:13]([C:18]([F:21])([F:20])[F:19])[CH:14]=[CH:15][CH:16]=3)[N:11]=[CH:10][C:9]=2[C:22]([C:24]2[CH:29]=[CH:28][CH:27]=[CH:26][CH:25]=2)=[O:23])[CH:5]=[CH:6][CH:7]=1.[C:30]1([CH2:36][C:37](Cl)=[O:38])[CH:35]=[CH:34][CH:33]=[CH:32][CH:31]=1>>[C:22]([C:9]1[CH:10]=[N:11][C:12]2[C:17]([C:8]=1[C:4]1[CH:3]=[C:2]([NH:1][C:37](=[O:38])[CH2:36][C:30]3[CH:35]=[CH:34][CH:33]=[CH:32][CH:31]=3)[CH:7]=[CH:6][CH:5]=1)=[CH:16][CH:15]=[CH:14][C:13]=2[C:18]([F:21])([F:19])[F:20])(=[O:23])[C:24]1[CH:25]=[CH:26][CH:27]=[CH:28][CH:29]=1. Procedure details: The title compound was prepared from [4-(3-amino-phenyl)-8-trifluoromethyl-quinolin-3-yl]-phenyl-methanone and phenyl-acetyl chloride according to the procedure of Example 61. MS (ES) m/z 508.9. Reactants: NN (Hydrazine), N1(CCOCC1)CCCCCCC1=C2C(C(=O)NC2=O)=CC=C1 (6-morpholinylhexylphthalimide). The solvent is CO (methanol). The product is N1(CCOCC1)CCCCCCN (6-morpholinylhexylamine). RXN SMILES: [NH2:1]N.[N:3]1([CH2:9][CH2:10][CH2:11][CH2:12][CH2:13][CH2:14]C2C=CC=C3C(NC(=O)C=23)=O)[CH2:8][CH2:7][O:6][CH2:5][CH2:4]1>CO>[N:3]1([CH2:9][CH2:10][CH2:11][CH2:12][CH2:13][CH2:14][NH2:1])[CH2:4][CH2:5][O:6][CH2:7][CH2:8]1. Procedure: Hydrazine (aqueous solution at 35% by wt.) (0.15 ml; 1.6 mmoles) was added to 6-morpholinylhexylphthalimide (253 mg; 0.8 mmoles) in methanol (5 ml) and the resulting solution was refluxed. Reaction times and process as per Example 1. Reactants: O=C1c2ccccc2C(=O)N1CCCBr, CN1CCNCC1, Cc1ccccc1C. Product: CN1CCN(CCCN2C(=O)c3ccccc3C2=O)CC1. RXN SMILES: [Br:1][CH2:2][CH2:3][CH2:4][N:5]1[C:6](=[O:15])[c:7]2[c:8]([cH:11][cH:12][cH:13][cH:14]2)[C:9]1=[O:10].[CH3:16][N:17]1[CH2:18][CH2:19][NH:20][CH2:21][CH2:22]1.[c:23]1([CH3:24])[c:25]([CH3:26])[cH:27][cH:28][cH:29][cH:30]1>>[CH2:2]([CH2:3][CH2:4][N:5]1[C:6](=[O:15])[c:7]2[c:8]([cH:11][cH:12][cH:13][cH:14]2)[C:9]1=[O:10])[N:20]1[CH2:19][CH2:18][N:17]([CH3:16])[CH2:22][CH2:21]1.